This data is from the Open Reaction Database (ORD), a public repository of structured organic reaction records. The task is: describe an organic reaction: reactants, conditions, products, and yield Starting materials: COc1ccc(SC)c2c1CC(NC(C)=O)CC2, Cc1ccccc1, c1ccncc1. Yields the product COc1ccc(SC)c2c1CC(N)CC2. Reaction SMILES: [CH3:1][O:2][c:3]1[cH:4][cH:5][c:6]([S:17][CH3:18])[c:7]2[c:12]1[CH2:11][CH:10]([NH:13][C:14](=[O:15])[CH3:16])[CH2:9][CH2:8]2.[CH3:25][c:26]1[cH:27][cH:28][cH:29][cH:30][cH:31]1.[cH:19]1[cH:20][cH:21][n:22][cH:23][cH:24]1>>[CH3:1][O:2][c:3]1[cH:4][cH:5][c:6]([S:17][CH3:18])[c:7]2[c:12]1[CH2:11][CH:10]([NH2:13])[CH2:9][CH2:8]2. Starting materials: ClC1=CC2=C(N=C(N(C2=O)C2=CC=C(C=C2)O)C)C=N1 (6-chloro-3-(4-hydroxyphenyl)-2-methylpyrido[3,4-d]pyrimidin-4(3H)-one), C[O-].[Na+] (sodium methoxide), C(C)(=O)O (acetic acid). Solvent: CO (methanol). Product: OC1=CC=C(C=C1)N1C(=NC2=C(C1=O)C=C(N=C2)OC)C (3-(4-hydroxyphenyl)-6-methoxy-2-methylpyrido[3,4-d]pyrimidin-4(3H)-one). Yield: 88.0%. RXN SMILES: Cl[C:2]1[N:20]=[CH:19][C:5]2[N:6]=[C:7]([CH3:18])[N:8]([C:11]3[CH:16]=[CH:15][C:14]([OH:17])=[CH:13][CH:12]=3)[C:9](=[O:10])[C:4]=2[CH:3]=1.C[O-].[Na+].[C:24](O)(=[O:26])C>CO>[OH:17][C:14]1[CH:15]=[CH:16][C:11]([N:8]2[C:9](=[O:10])[C:4]3[CH:3]=[C:2]([O:26][CH3:24])[N:20]=[CH:19][C:5]=3[N:6]=[C:7]2[CH3:18])=[CH:12][CH:13]=1 |f:1.2|. Procedure details: 6-chloro-3-(4-hydroxyphenyl)-2-methylpyrido[3,4-d]pyrimidin-4(3H)-one (300 mg, 1.04 mmol) was dissolved in dry methanol (15 mL) in a current of nitrogen, sodium methoxide (7 mmol) was added and the mixture was heated under reflux for 20 hours. After leaving to cool, acetic acid was added and the solvent was distilled off under reduced pressure. Distilled water was added to the residue, the solid precipitate was filtered off, and the title compound (259 mg, 88%) was thus obtained as a lavender co...